Dataset: the Open Reaction Database (ORD), a public repository of structured organic reaction records. Task: describe an organic reaction: reactants, conditions, products, and yield Yields the product CC(C)[Si](Oc1ccc(Br)cc1)(C(C)C)C(C)C. The reactants are Oc1ccc(Br)cc1, CC(C)[Si](Cl)(C(C)C)C(C)C, CN(C)C=O, O, c1c[nH]cn1. As a reaction SMILES: [Br:1][c:2]1[cH:3][cH:4][c:5]([OH:8])[cH:6][cH:7]1.[CH:14]([CH3:15])([CH3:16])[Si:17]([CH:18]([CH3:19])[CH3:20])([CH:21]([CH3:22])[CH3:23])[Cl:24].[O:25]=[CH:26][N:27]([CH3:28])[CH3:29].[OH2:30].[nH:9]1[cH:10][cH:11][n:12][cH:13]1>>[Br:1][c:2]1[cH:3][cH:4][c:5]([O:8][Si:17]([CH:14]([CH3:15])[CH3:16])([CH:18]([CH3:19])[CH3:20])[CH:21]([CH3:22])[CH3:23])[cH:6][cH:7]1. The reactants are C1(CC1)\C(=C(/C(=O)O)\C1=CC=C(C=C1)OCOC)\C1=CC=CC=C1 ((E)-3-cyclopropyl-2-(4-(methoxymethoxy)phenyl)-3-phenylacrylic acid), Cl.Cl.CN(CCOC1=CC=C(C=C1)N)C (4-(2-(dimethylamino)ethoxy)benzenamine dihydrochloride), C(C)(C)N(C(C)C)CC (N,N-Diisopropylethylamine), O-Benzotriazoyl-N,N,N′,N′-tetramethyluronium Hexafluorophosphate. Reagents/catalysts: CN(C1=CC=NC=C1)C (4-Dimethylaminopyridine). The solvent is C(Cl)Cl (CH2Cl2). Run at temperature 0 celsius, time 10 minute. Product: CN(CCOC1=CC=C(C=C1)NC(\C(=C(\C1=CC=CC=C1)/C1CC1)\C1=CC=C(C=C1)OCOC)=O)C ((E)-N-(4-(2-(dimethylamino)ethoxy)phenyl)-3-cyclopropyl-2-(4-(methoxymethoxy)phenyl)-3-phenylacrylamide). The yield is 100.0%. As a reaction SMILES: [CH:1]1(/[C:4](/[C:19]2[CH:24]=[CH:23][CH:22]=[CH:21][CH:20]=2)=[C:5](/[C:9]2[CH:14]=[CH:13][C:12]([O:15][CH2:16][O:17][CH3:18])=[CH:11][CH:10]=2)\[C:6](O)=[O:7])[CH2:3][CH2:2]1.Cl.Cl.[CH3:27][N:28]([CH3:39])[CH2:29][CH2:30][O:31][C:32]1[CH:37]=[CH:36][C:35]([NH2:38])=[CH:34][CH:33]=1.C(N(CC)C(C)C)(C)C>CN(C)C1C=CN=CC=1.C(Cl)Cl>[CH3:27][N:28]([CH3:39])[CH2:29][CH2:30][O:31][C:32]1[CH:37]=[CH:36][C:35]([NH:38][C:6](=[O:7])/[C:5](/[C:9]2[CH:10]=[CH:11][C:12]([O:15][CH2:16][O:17][CH3:18])=[CH:13][CH:14]=2)=[C:4](\[CH:1]2[CH2:3][CH2:2]2)/[C:19]2[CH:24]=[CH:23][CH:22]=[CH:21][CH:20]=2)=[CH:34][CH:33]=1 |f:1.2.3|. Reported procedure: To a mixture of 7 (65 mg, 0.200 mmol), 4-(2-(dimethylamino)ethoxy)benzenamine dihydrochloride (42.6 mg, 0.168 mmol), 4-Dimethylaminopyridine (1.2 mg, 0.00982 mmol) in CH2Cl2 (3 ml) was added O-Benzotriazoyl-N,N,N′,N′-tetramethyluronium Hexafluorophosphate (83.4 mg, 0.220 mmol) under ice cooling, and the mixture was stirred at 0° C. for 10 min. Then N,N-Diisopropylethylamine (90.4 mg, 0.701 mmol) was added under ice cooling. The mixture was stirred at 0° C. for 5 min, and at room temperature for ... Reactants: C1CCOC1, Nc1nc(Cl)nc2c1ncn2C1OC(CO)C(O)C1O, Clc1ccc(N2CCNCC2)cc1Cl. Product: Nc1nc(N2CCN(c3ccc(Cl)c(Cl)c3)CC2)nc2c1ncn2C1OC(CO)C(O)C1O. As a reaction SMILES: [CH2:35]1[O:36][CH2:37][CH2:38][CH2:39]1.[Cl:1][c:2]1[n:3][c:4]([NH2:20])[c:5]2[n:6][cH:7][n:8]([CH:9]3[CH:10]([OH:11])[CH:12]([OH:13])[CH:14]([CH2:15][OH:16])[O:17]3)[c:18]2[n:19]1.[Cl:21][c:22]1[cH:23][c:24]([N:29]2[CH2:30][CH2:31][NH:32][CH2:33][CH2:34]2)[cH:25][cH:26][c:27]1[Cl:28]>>[c:2]1([N:32]2[CH2:31][CH2:30][N:29]([c:24]3[cH:23][c:22]([Cl:21])[c:27]([Cl:28])[cH:26][cH:25]3)[CH2:34][CH2:33]2)[n:3][c:4]([NH2:20])[c:5]2[n:6][cH:7][n:8]([CH:9]3[CH:10]([OH:11])[CH:12]([OH:13])[CH:14]([CH2:15][OH:16])[O:17]3)[c:18]2[n:19]1. Reactants: [OH-].[Li+] (lithium hydroxide), COC(CC(C(C)OC)NC(CCC(=O)NC1=CC=C(C=C1)C=NN)=O)=O (Methyl-3-[[4-[[4-(aminoiminomethyl)phenyl]amino]-1,4-dioxobutyl]amino]-4-methoxypentanoate), C(=O)(C(F)(F)F)O (TFA). Solvent: O.C(C)#N (water acetonitrile). Run at time 30 minute. Product: NN=CC1=CC=C(C=C1)NC(CCC(=O)NC(CC(=O)O)C(C)OC)=O (3-[[4-[[4-(aminoiminomethyl)phenyl]amino]-1,4-dioxobutyl]amino]-4-methoxypentanoic acid). Yield: 93.5%. As a reaction SMILES: C[O:2][C:3](=[O:27])[CH2:4][CH:5]([NH:10][C:11](=[O:26])[CH2:12][CH2:13][C:14]([NH:16][C:17]1[CH:22]=[CH:21][C:20]([CH:23]=[N:24][NH2:25])=[CH:19][CH:18]=1)=[O:15])[CH:6]([O:8][CH3:9])[CH3:7].[OH-].[Li+].C(O)(C(F)(F)F)=O>O.C(#N)C>[NH2:25][N:24]=[CH:23][C:20]1[CH:21]=[CH:22][C:17]([NH:16][C:14](=[O:15])[CH2:13][CH2:12][C:11]([NH:10][CH:5]([CH:6]([O:8][CH3:9])[CH3:7])[CH2:4][C:3]([OH:27])=[O:2])=[O:26])=[CH:18][CH:19]=1 |f:1.2,4.5|. Procedure: Methyl-3-[[4-[[4-(aminoiminomethyl)phenyl]amino]-1,4-dioxobutyl]amino]-4-methoxypentanoate prepared in Example 25, Step 2 (500 mg) was added to water/acetonitrile (20 ml) followed by lithium hydroxide (100 mg) at 25° C. The mixture was stirred for 30 min. The course of the reaction was monitored by RPHPLC. After satisfactory product was formed the reaction was neutralized with TFA and purified by reverse phase chromatography (water/acetonitrile) to result in 450 mg of a white solid: 1H NMR (d6 -...